This data is from the Open Reaction Database (ORD), a public repository of structured organic reaction records. The task is: describe an organic reaction: reactants, conditions, products, and yield Starting materials: CC(=O)OC(C)=O, CNCCOc1cccc2nc[nH]c(=O)c12, c1ccncc1. The product is CC(=O)N(C)CCOc1cccc2nc[nH]c(=O)c12. RXN SMILES: [CH3:17][C:18](=[O:19])[O:20][C:21](=[O:22])[CH3:23].[CH3:1][NH:2][CH2:3][CH2:4][O:5][c:6]1[c:7]2[c:8](=[O:16])[nH:9][cH:10][n:11][c:12]2[cH:13][cH:14][cH:15]1.[cH:24]1[cH:25][cH:26][n:27][cH:28][cH:29]1>>[CH3:1][N:2]([CH2:3][CH2:4][O:5][c:6]1[c:7]2[c:8](=[O:16])[nH:9][cH:10][n:11][c:12]2[cH:13][cH:14][cH:15]1)[C:18]([CH3:17])=[O:19]. Yield: 177.7%. As a reaction SMILES: [N:1]1[O:2][N:3]=[C:4]2[C:9]([CH:10]=O)=[CH:8][CH:7]=[CH:6][C:5]=12.[C:12]([O:18][CH3:19])(=[O:17])[CH2:13][C:14]([CH3:16])=[O:15]>C(OC(C)C)(C)C.N1CCCCC1>[CH:4]([O:15][CH:14]([CH3:16])[CH3:13])([CH3:9])[CH3:5].[CH3:19][O:18][C:12](=[O:17])[C:13]([C:14](=[O:15])[CH3:16])=[CH:10][C:9]1[C:4]2=[N:3][O:2][N:1]=[C:5]2[CH:6]=[CH:7][CH:8]=1. Yields the product C(C)(C)OC(C)C (diisopropyl ether), COC(C(=CC1=CC=CC=2C1=NON2)C(C)=O)=O (2-acetyl-3-benzofurazan-4-yl-acrylic acid methyl ester). Reagents/catalysts: N1CCCCC1 (piperidine). Starting materials: N=1ON=C2C1C=CC=C2C=O (2,1,3-benzoxadiazole-4-carboxaldehyde), C(CC(=O)C)(=O)OC (methyl acetoacetate), suspension one. The solvent is C(C)(C)OC(C)C (diisopropyl ether). Reaction conditions: temperature 70 celsius. Procedure: Suspended 2,1,3-benzoxadiazole-4-carboxaldehyde (50 g, 0.33 mote) in diisopropyl ether (1300 ml) and added methyl acetoacetate (38 g, 0.32 mole), piperidine (2 g) glacial acetic acid (6 g) in to the suspension one after another. Refluxed the reaction mixture at 70° C. with continuous water separation. Removed sample from the reaction mixture and analysed the samples by qualitative HPLC. Washed the reaction mixture with hydrochloric acid (˜3.5 wt %, 250 ml, sodium bicarbonate solution (˜10 wt %, ... The reactants are CC1=CC=C(C(C(=O)O)=C1)O (5-methyl salicylic acid), C(C)(=O)Cl (Acetyl chloride), ice, [Al+3].[Cl-].[Cl-].[Cl-] (AlCl3). Run in C(Cl)Cl (CH2Cl2), CCOCC (Et2O). Conditions: time 1.5 hour. Yields the product C(C)(=O)C1=C(C(C(=O)O)=CC(=C1)C)O (3-Acetyl-5-methyl salicylic acid). Reaction SMILES: [C:1](Cl)(=[O:3])[CH3:2].[Al+3].[Cl-].[Cl-].[Cl-].[CH3:9][C:10]1[CH:18]=[C:14]([C:15]([OH:17])=[O:16])[C:13]([OH:19])=[CH:12][CH:11]=1>C(Cl)Cl.CCOCC>[C:1]([C:12]1[CH:11]=[C:10]([CH3:9])[CH:18]=[C:14]([C:15]([OH:17])=[O:16])[C:13]=1[OH:19])(=[O:3])[CH3:2] |f:1.2.3.4|. Procedure: Acetyl chloride (14.7 ml, 5 eq.) is added slowly to an ice cooled suspension of AlCl3 (27.7 g, 5 eq.) in dry CH2Cl2 (125 ml). The reaction is stirred until most of the solid is dissolved, then 5-methyl salicylic acid 236 (6.31 g, 41 mmol) is added. The reaction is stirred at 0° C. for 1.5 hr, then at room temperature for 1.5 hr. The reaction is poured onto ice, diluted with Et2O, and washed with water, brine, dried (MgSO4). Concentration in vacuo afforded a slowly crystallizing oil. Recrystalliz... Starting materials: C1(=CC=CC=C1)CCCC(=O)N1[C@H](C(=O)O)CCC1 (N-(γ-phenyl)butyryl-L-proline), N1CCCC1 (pyrrolidine). Run in C(Cl)Cl (methylene chloride). The product is C1CCN(C1)C(=O)[C@@H]2CCCN2C(=O)CCCC3=CC=CC=C3 (SUAM 1221). As a reaction SMILES: [C:1]1([CH2:7][CH2:8][CH2:9][C:10]([N:12]2[CH2:19][CH2:18][CH2:17][C@H:13]2[C:14]([OH:16])=O)=[O:11])[CH:6]=[CH:5][CH:4]=[CH:3][CH:2]=1.[NH:20]1[CH2:24][CH2:23][CH2:22][CH2:21]1>C(Cl)Cl>[CH2:23]1[CH2:24][N:20]([C:14]([C@H:13]2[N:12]([C:10]([CH2:9][CH2:8][CH2:7][C:1]3[CH:2]=[CH:3][CH:4]=[CH:5][CH:6]=3)=[O:11])[CH2:19][CH2:18][CH2:17]2)=[O:16])[CH2:21][CH2:22]1. Procedure: When the reaction was over, the mixture was extracted twice with ethyl ether to remove the unreacted acid chloride. The water phase was acidified by addition of hydrochloric acid. The resulting precipitate was extracted three times with ethyl acetate and the solvent was removed under vacuum, whereby N-(γ-phenyl)butyryl-L-proline was obtained. N-(γ-phenyl)butyryl-L-proline (1 equivalent) was then dissolved in dry methylene chloride (ca. 100 ml) together with pyrrolidine (1 equivalent), WSCD (1 eq... The reactants are C(C)(C)N(CC)C(C)C (Diisopropylethylamine), C(C)(C)(C)OC(=O)N1[C@@H](CCC1)CC(=O)O (2-[(2S)-1-tert-butoxycarbonylpyrrolidin-2-yl]acetic acid), ClC(=O)OCC(C)C (Isobutyl chloroformate). Run in O1CCCC1 (tetrahydrofuran). Run at temperature -20 celsius, time 45 minute. The product is OCC[C@H]1N(CCC1)C(=O)OC(C)(C)C (tert-butyl (2S)-2-(2-hydroxyethyl)pyrrolidine-1-carboxylate). Yield: 93.8%. RXN SMILES: C(N(C(C)C)CC)(C)C.[C:10]([O:14][C:15]([N:17]1[CH2:21][CH2:20][CH2:19][C@H:18]1[CH2:22][C:23](O)=[O:24])=[O:16])([CH3:13])([CH3:12])[CH3:11].ClC(OCC(C)C)=O>O1CCCC1>[OH:24][CH2:23][CH2:22][C@@H:18]1[CH2:19][CH2:20][CH2:21][N:17]1[C:15]([O:14][C:10]([CH3:13])([CH3:12])[CH3:11])=[O:16]. Procedure: Diisopropylethylamine (575 μl) was added to a solution of 2-[(2S)-1-tert-butoxycarbonylpyrrolidin-2-yl]acetic acid (688 mg) in tetrahydrofuran (15 ml, and the mixture was cooled to −20° C. Isobutyl chloroformate (428 μl) was added thereto, and the mixture was stirred at −20° C. for 45 minutes. The resulting solid was filtered off, and the solid was washed with tetrahydrofuran. Sodium borohydride (227 mg) was added to the filtrate, and the mixture was stirred at room temperature for 5 minutes. Th... Starting materials: CC(=O)O, O=C(CCCc1ccc(Cl)cc1)NCC1CCc2c(ncn2C(c2ccccc2)(c2ccccc2)c2ccccc2)C1, O=C(CCCc1ccc(Cl)cc1)NCC1CCc2ncn(C(c3ccccc3)(c3ccccc3)c3ccccc3)c2C1, O. Yields the product O=C(CCCc1ccc(Cl)cc1)NCC1CCc2[nH]cnc2C1. As a reaction SMILES: [CH3:85][C:86](=[O:87])[OH:88].[Cl:1][c:2]1[cH:3][cH:4][c:5]([CH2:8][CH2:9][CH2:10][C:11](=[O:12])[NH:13][CH2:14][CH:15]2[CH2:16][c:17]3[c:18]([n:19]([C:22]([c:23]4[cH:24][cH:25][cH:26][cH:27][cH:28]4)([c:29]4[cH:30][cH:31][cH:32][cH:33][cH:34]4)[c:35]4[cH:36][cH:37][cH:38][cH:39][cH:40]4)[cH:20][n:21]3)[CH2:41][CH2:42]2)[cH:6][cH:7]1.[Cl:43][c:44]1[cH:45][cH:46][c:47]([CH2:48][CH2:49][CH2:50][C:51]([NH:52][CH2:53][CH:54]2[CH2:55][CH2:56][c:57]3[n:58][cH:59][n:60]([C:61]([c:62]4[cH:63][cH:64][cH:65][cH:66][cH:67]4)([c:68]4[cH:69][cH:70][cH:71][cH:72][cH:73]4)[c:74]4[cH:75][cH:76][cH:77][cH:78][cH:79]4)[c:80]3[CH2:81]2)=[O:82])[cH:83][cH:84]1.[OH2:89]>>[Cl:1][c:2]1[cH:3][cH:4][c:5]([CH2:8][CH2:9][CH2:10][C:11](=[O:12])[NH:13][CH2:14][CH:15]2[CH2:16][c:17]3[c:18]([nH:19][cH:20][n:21]3)[CH2:41][CH2:42]2)[cH:6][cH:7]1. Reactants: CNC (dimethylamine), C(C)(=O)O[BH-](OC(C)=O)OC(C)=O.[Na+] (sodium triacetoxyborohydride), FC(C(=O)[O-])(F)F.C(=O)(O)C1=C(C=2N(C(=C(C2S1)C1CCCCC1)C1=CC=CC=C1)COC)C[NH2+]CC1CS(CC1)(=O)=O ([2-carboxy-6-cyclohexyl-4-(methoxymethyl)-5-phenyl-4H-thieno[3,2-b]pyrrol-3-yl]-N-[(1,1-dioxidotetrahydro-3-thienyl)methyl]methanaminium trifluoroacetate), C1(CCCCC1)C=1C2=C(N(C1C1=CC=CC=C1)COC)C(=C(S2)C(=O)O)C=O (6-cyclohexyl-3-formyl-4-(methoxymethyl)-5-phenyl-4H-thieno[3,2-b]pyrrole-2-carboxylic acid), solution, Cl (HCl). Run in C1CCOC1 (THF), ClCCCl (1,2-dichloroethane). Conditions: temperature 60 celsius, time 9 minute. Product: C1(CCCCC1)C=1C2=C(NC1C1=CC=CC=C1)C(=C(S2)C(=O)O)CN(C)C (6-cyclohexyl-3-[(dimethylamino)methyl]-5-phenyl-4H-thieno[3,2-b]pyrrole-2-carboxylic acid), C(=O)(C(F)(F)F)O (TFA). Isolated yield 29.0%. As a reaction SMILES: [F:1][C:2]([F:7])([F:6])[C:3]([O-:5])=[O:4].[C:8]([C:11]1[S:18][C:17]2[C:16]([CH:19]3[CH2:24][CH2:23][CH2:22][CH2:21][CH2:20]3)=[C:15]([C:25]3[CH:30]=[CH:29][CH:28]=[CH:27][CH:26]=3)[N:14](COC)[C:13]=2[C:12]=1[CH2:34][NH2+:35][CH2:36]C1CCS(=O)(=O)C1)([OH:10])=[O:9].C1(C2C3SC(C(O)=O)=C(C=O)C=3N(COC)C=2C2C=CC=CC=2)CCCCC1.CNC.C(O[BH-](OC(=O)C)OC(=O)C)(=O)C.[Na+].Cl>ClCCCl.C1COCC1>[CH:19]1([C:16]2[C:17]3[S:18][C:11]([C:8]([OH:10])=[O:9])=[C:12]([CH2:34][N:35]([CH3:2])[CH3:36])[C:13]=3[NH:14][C:15]=2[C:25]2[CH:30]=[CH:29][CH:28]=[CH:27][CH:26]=2)[CH2:20][CH2:21][CH2:22][CH2:23][CH2:24]1.[C:3]([OH:5])([C:2]([F:7])([F:6])[F:1])=[O:4] |f:0.1,4.5|. Procedure: Following the procedure described above for [2-carboxy-6-cyclohexyl-4-(methoxymethyl)-5-phenyl-4H-thieno[3,2-b]pyrrol-3-yl]-N-[(1,1-dioxidotetrahydro-3-thienyl)methyl]methanaminium trifluoroacetate (step 4), treatment of a solution (0.03 M) of 6-cyclohexyl-3-formyl-4-(methoxymethyl)-5-phenyl-4H-thieno[3,2-b]pyrrole-2-carboxylic acid in 1,2-dichloroethane with dimethylamine (2 M solution in THF, 1.2 eq.) and sodium triacetoxyborohydride (1.5 eq.) gave a residue that was dissolved in THF. The resu...